describe an organic reaction: reactants, conditions, products, and yield From a dataset of the Open Reaction Database (ORD), a public repository of structured organic reaction records. Reaction SMILES: [CH3:57][OH:58].[CH:1]1([CH2:6][CH:7]([c:8]2[cH:9][cH:10][c:11]([S:14](=[O:15])[CH3:16])[cH:12][cH:13]2)[c:17]2[cH:18][c:19]3[c:20]([n:21][cH:22][cH:23][cH:24]3)[nH:25]2)[CH2:2][CH2:3][CH2:4][CH2:5]1.[CH:26]1([CH:27]=[C:28]([c:29]2[nH:30][c:31]3[n:32][cH:33][cH:34][cH:35][c:36]3[cH:37]2)[c:38]2[cH:39][cH:41][c:42]([S:43](=[O:40])[CH3:44])[cH:45][cH:46]2)[CH2:47][CH2:48][CH2:49][CH2:50]1.[K+:56].[Mn:51]([O-:52])(=[O:53])(=[O:54])=[O:55].[OH2:59]>>[CH:1]1([CH2:6][CH:7]([c:8]2[cH:9][cH:10][c:11]([S:14](=[O:15])([CH3:16])=[O:40])[cH:12][cH:13]2)[c:17]2[cH:18][c:19]3[c:20]([n:21][cH:22][cH:23][cH:24]3)[nH:25]2)[CH2:2][CH2:3][CH2:4][CH2:5]1. Reactants: CO, CS(=O)c1ccc(C(CC2CCCC2)c2cc3cccnc3[nH]2)cc1, CS(=O)c1ccc(C(=CC2CCCC2)c2cc3cccnc3[nH]2)cc1, [K+], O=[Mn](=O)(=O)[O-], O. Product: CS(=O)(=O)c1ccc(C(CC2CCCC2)c2cc3cccnc3[nH]2)cc1. The reactants are [BH3-]C#N, CCO, CCOC(C)=O, CC(C)CC=O, Cl, [Na+], [Na+], O=C([O-])O, CC(C)CCNC1CC2(C)C(C(=O)O)CCC2C2CCC3CC(O)C(O)CC3(C)C12. Product: COC(=O)C1CCC2C3CCC4CC(O)C(O)CC4(C)C3C(NCCC(C)C)CC12C. RXN SMILES: [C:1]([BH3-:2])#[N:3].[CH3:42][CH2:43][OH:44].[CH3:50][CH2:51][O:52][C:53](=[O:54])[CH3:55].[CH3:5][CH:6]([CH2:7][CH:8]=[O:9])[CH3:10].[ClH:11].[Na+:49].[Na+:4].[O-:45][C:46]([OH:47])=[O:48].[OH:12][CH:13]1[CH:14]([OH:41])[CH2:15][CH:16]2[CH2:17][CH2:18][CH:19]3[CH:20]4[CH2:21][CH2:22][CH:23]([C:38](=[O:39])[OH:40])[C:24]4([CH3:25])[CH2:26][CH:27]([NH:32][CH2:33][CH2:34][CH:35]([CH3:36])[CH3:37])[CH:28]3[C:29]2([CH3:31])[CH2:30]1>>[CH3:1][O:40][C:38]([CH:23]1[CH2:22][CH2:21][CH:20]2[CH:19]3[CH2:18][CH2:17][CH:16]4[CH2:15][CH:14]([OH:41])[CH:13]([OH:12])[CH2:30][C:29]4([CH3:31])[CH:28]3[CH:27]([NH:32][CH2:33][CH2:34][CH:35]([CH3:36])[CH3:37])[CH2:26][C:24]21[CH3:25])=[O:39].